From a dataset of the Open Reaction Database (ORD), a public repository of structured organic reaction records. describe an organic reaction: reactants, conditions, products, and yield Reactants: COCN(C[Si](C)(C)C)C(C)(C)C, CCOCC, ClCCl, O=C(O)C=Cc1ccc(F)cc1F, O=C(O)C(F)(F)F. Yields the product CC(C)(C)N1CC(C(=O)O)C(c2ccc(F)cc2F)C1. As a reaction SMILES: [CH3:21][O:22][CH2:23][N:24]([C:25]([CH3:26])([CH3:27])[CH3:28])[CH2:29][Si:30]([CH3:31])([CH3:32])[CH3:33].[CH3:34][CH2:35][O:36][CH2:37][CH3:38].[Cl:39][CH2:40][Cl:41].[F:1][c:2]1[c:3]([CH:9]=[CH:10][C:11](=[O:12])[OH:13])[cH:4][cH:5][c:6]([F:8])[cH:7]1.[OH:14][C:15]([C:16]([F:17])([F:18])[F:19])=[O:20]>>[F:1][c:2]1[c:3]([CH:9]2[CH:10]([C:11](=[O:12])[OH:13])[CH2:23][N:24]([C:25]([CH3:26])([CH3:27])[CH3:28])[CH2:29]2)[cH:4][cH:5][c:6]([F:8])[cH:7]1. Reactants: CC1=C(C=C(N)C=C1)B1OC(C(O1)(C)C)(C)C (4-methyl-3-(4,4,5,5-tetramethyl-1,3,2-dioxaborolan-2-yl)aniline), FC(C=1C=C(C(=O)Cl)C=CC1)(F)F (3-trifluoromethylbenzoylchloride). Run in C1CCOC1 (THF). Run at time 3 hour. Product: CC1=C(C=C(C=C1)NC(C1=CC(=CC=C1)C(F)(F)F)=O)B1OC(C(O1)(C)C)(C)C (N-(4-methyl-3-(4,4,5,5-tetramethyl-1,3,2-dioxaborolan-2-yl)phenyl)-3-(trifluoromethyl)benzamide). The yield is 96.0%. As a reaction SMILES: [CH3:1][C:2]1[CH:8]=[CH:7][C:5]([NH2:6])=[CH:4][C:3]=1[B:9]1[O:13][C:12]([CH3:15])([CH3:14])[C:11]([CH3:17])([CH3:16])[O:10]1.[F:18][C:19]([F:30])([F:29])[C:20]1[CH:21]=[C:22]([CH:26]=[CH:27][CH:28]=1)[C:23](Cl)=[O:24]>C1COCC1>[CH3:1][C:2]1[CH:8]=[CH:7][C:5]([NH:6][C:23](=[O:24])[C:22]2[CH:26]=[CH:27][CH:28]=[C:20]([C:19]([F:18])([F:29])[F:30])[CH:21]=2)=[CH:4][C:3]=1[B:9]1[O:10][C:11]([CH3:17])([CH3:16])[C:12]([CH3:15])([CH3:14])[O:13]1. Reported procedure: To a solution of 4-methyl-3-(4,4,5,5-tetramethyl-1,3,2-dioxaborolan-2-yl)aniline (1.0 equiv.) in THF (0.1 M) at 0° C. was added 3-trifluoromethylbenzoylchloride (1.0 equiv.) and the reaction was stirred at room temperature for 3 h. The solution was concentrated and dried under vacuo to give N-(4-methyl-3-(4,4,5,5-tetramethyl-1,3,2-dioxaborolan-2-yl)phenyl)-3-(trifluoromethyl)benzamide as a tan solid in 96% yield. LCMS (m/z) (M+H)=406.2, Rt=1.24 min. The reactants are ice water, Cl.NC1CC2=CC=CC=C2C1 (2-Aminoindane hydrochloride), C(C)(=O)[O-].[Na+] (sodium acetate), C(C)(=O)OC(C)=O (Acetic anhydride). Run in C(=O)O (formic acid). Product: C(=O)NC1CC2=CC=CC=C2C1 (2-Formylaminoindane). RXN SMILES: C(O[C:5](=[O:7])C)(=O)C.Cl.[NH2:9][CH:10]1[CH2:18][C:17]2[C:12](=[CH:13][CH:14]=[CH:15][CH:16]=2)[CH2:11]1.C([O-])(=O)C.[Na+]>C(O)=O>[CH:5]([NH:9][CH:10]1[CH2:18][C:17]2[C:12](=[CH:13][CH:14]=[CH:15][CH:16]=2)[CH2:11]1)=[O:7] |f:1.2,3.4|. Procedure details: Acetic anhydride (40 ml) and formic acid (20 ml) were mixed and heated at 50° for 15 minutes with stirring. 2-Aminoindane hydrochloride (25 g) (see J. Med. Chem., 1980, 23, page 745) and sodium acetate (20 g) were added to this mixture which was then stirred at room temperature for 24 hours. The reaction mixture was poured into ice/water and extracted three times with methylene chloride. The combined organic layers were washed with water and aqueous sodium carbonate, dried (MgSO4) and evaporated... Reactants: Fc1ccc2scc(Br)c2c1, CC(C)(C)CCC1(C=O)CCN(C(=O)OC(C)(C)C)C1, I, [Mg], C1CCOC1. Yields the product CC(C)(C)CCC1(C(O)c2csc3ccc(F)cc23)CCN(C(=O)OC(C)(C)C)C1. RXN SMILES: [Br:1][c:2]1[cH:3][s:4][c:5]2[c:6]1[cH:7][c:8]([F:11])[cH:9][cH:10]2.[C:14]([CH3:15])([CH3:16])([CH3:17])[O:18][C:19](=[O:20])[N:21]1[CH2:22][C:23]([CH:26]=[O:27])([CH2:28][CH2:29][C:30]([CH3:31])([CH3:32])[CH3:33])[CH2:24][CH2:25]1.[I:13].[Mg:12].[O:34]1[CH2:35][CH2:36][CH2:37][CH2:38]1>>[c:2]1([CH:26]([C:23]2([CH2:28][CH2:29][C:30]([CH3:31])([CH3:32])[CH3:33])[CH2:22][N:21]([C:19]([O:18][C:14]([CH3:15])([CH3:16])[CH3:17])=[O:20])[CH2:25][CH2:24]2)[OH:27])[cH:3][s:4][c:5]2[c:6]1[cH:7][c:8]([F:11])[cH:9][cH:10]2.